From a dataset of the Open Reaction Database (ORD), a public repository of structured organic reaction records. describe an organic reaction: reactants, conditions, products, and yield Reactants: N,N-dimethylformamide (DMF)(10 μL), ClC1=CC=C(C=C1)C1(CC1)C(=O)O (1-(4-chlorophenyl)cyclopropanecarboxylic acid), C(C(=O)Cl)(=O)Cl (oxalyl chloride). The solvent is C(Cl)Cl (methylene chloride). Run at temperature 25 celsius, time 2 hour. Product: crude product, ClC1=CC=C(C=C1)C1(CC1)C(=O)Cl (1-(4-chlorophenyl)cyclopropanecarbonyl chloride). RXN SMILES: [Cl:1][C:2]1[CH:7]=[CH:6][C:5]([C:8]2([C:11]([OH:13])=O)[CH2:10][CH2:9]2)=[CH:4][CH:3]=1.C(Cl)(=O)C([Cl:17])=O>C(Cl)Cl>[Cl:1][C:2]1[CH:7]=[CH:6][C:5]([C:8]2([C:11]([Cl:17])=[O:13])[CH2:10][CH2:9]2)=[CH:4][CH:3]=1. Reported procedure: A catalytic amount of N,N-dimethylformamide (DMF)(10 μL) was added to a mixture of 1-(4-chlorophenyl)cyclopropanecarboxylic acid (1.0 g, 5.1 mmol) and oxalyl chloride (2.2 mL, 25 mmol) in methylene chloride (5 mL) at 0° C. The resulting mixture was stirred at room temperature (about 25° C.) for 2 h. The volatiles were removed under reduced pressure, and the resulting residue was co-evaporated with toluene (2×) to provide the crude product, 1-(4-chlorophenyl)cyclopropanecarbonyl chloride, which w... Starting materials: N1CCC(CC1)N1CCOCC1 (4-(4-piperidinyl)morpholine), CC=1C(=NC2=CC=C(C=C2C1C(=O)OC)S(=O)(=O)C)C1=CC=C(C=C1)C(F)(F)F (Methyl 3-methyl-6-(methylsulfonyl)-2-[4-(trifluoromethyl)phenyl]-4-quinolinecarboxylate), C1CC(=O)N(C1=O)Br (NBS), diphenylperoxyanhydride, [OH-].[K+] (KOH). Solvent: CO (methanol), C(C)#N (acetonitrile), C(Cl)(Cl)(Cl)Cl (carbon tetrachloride), O (water). Conditions: time 8 hour. Yields the product CS(=O)(=O)C=1C=C2C(=C(C(=NC2=CC1)C1=CC=C(C=C1)C(F)(F)F)CN1CCC(CC1)N1CCOCC1)C(=O)O (6-(methylsulfonyl)-3-{[4-(4-morpholinyl)-1-piperidinyl]methyl}-2-[4-(trifluoromethyl)phenyl]-4-quinolinecarboxylic acid), solid. The yield is 68.0%. As a reaction SMILES: [CH3:1][C:2]1[C:3]([C:20]2[CH:25]=[CH:24][C:23]([C:26]([F:29])([F:28])[F:27])=[CH:22][CH:21]=2)=[N:4][C:5]2[C:10]([C:11]=1[C:12]([O:14]C)=[O:13])=[CH:9][C:8]([S:16]([CH3:19])(=[O:18])=[O:17])=[CH:7][CH:6]=2.C1C(=O)N(Br)C(=O)C1.[NH:38]1[CH2:43][CH2:42][CH:41]([N:44]2[CH2:49][CH2:48][O:47][CH2:46][CH2:45]2)[CH2:40][CH2:39]1.[OH-].[K+]>C(Cl)(Cl)(Cl)Cl.C(#N)C.CO.O>[CH3:19][S:16]([C:8]1[CH:9]=[C:10]2[C:5](=[CH:6][CH:7]=1)[N:4]=[C:3]([C:20]1[CH:25]=[CH:24][C:23]([C:26]([F:28])([F:27])[F:29])=[CH:22][CH:21]=1)[C:2]([CH2:1][N:38]1[CH2:43][CH2:42][CH:41]([N:44]3[CH2:49][CH2:48][O:47][CH2:46][CH2:45]3)[CH2:40][CH2:39]1)=[C:11]2[C:12]([OH:14])=[O:13])(=[O:17])=[O:18] |f:3.4|. Procedure: Methyl 3-methyl-6-(methylsulfonyl)-2-[4-(trifluoromethyl)phenyl]-4-quinolinecarboxylate (1.11 g, 2.62 mmol) was added to a flask and azeotroped with benzene to remove any residual water. NBS (0.513 g, 2.88 mmol) and diphenylperoxyanhydride (0.064 g, 0.262 mmol) were added, and the solids were suspended in carbon tetrachloride (42 mL). The solutions was heated to reflux for 24 hrs, cooled to room temperature, and concentrated to a minimal volume to afford a light yellow slurry. The slurry was red... The reactants are O=C1C=C(OC2=CC=CC=C12)C(=O)OC (methyl 4-oxo-4H-chromene-2-carboxylate), [BH4-].[Na+] (NaBH4). Run in CO (methanol). The product is OCC=1OC2=CC=CC=C2C(C1)=O (2-(hydroxymethyl)-4H-chromen-4-one). RXN SMILES: [O:1]=[C:2]1[C:11]2[C:6](=[CH:7][CH:8]=[CH:9][CH:10]=2)[O:5][C:4]([C:12](OC)=[O:13])=[CH:3]1.[BH4-].[Na+]>CO>[OH:13][CH2:12][C:4]1[O:5][C:6]2[C:11]([C:2](=[O:1])[CH:3]=1)=[CH:10][CH:9]=[CH:8][CH:7]=2 |f:1.2|. Procedure: 500 mg of methyl 4-oxo-4H-chromene-2-carboxylate were dissolved in 25 ml of anhydrous methanol at room temperature, and NaBH4 was thereafter added to the solution slowly, until the starting material was no longer detected by TLC (about 300 mg). The solvent was then evaporated and a mixture of 1.1 gram of NaH2PO4.2H2O in 30 ml of water was added to the resulting residue. The pH of the mixture was maintained between 5 and 9, so as to prevent decomposition of chromone. The aqueous solution was wash... Reactants: C1CCOC1, COC(=O)C(Cc1ccc2c(c1)OCC(c1cccc(OCc3ccc(Cl)c(Cl)c3)c1)O2)NS(=O)(=O)c1ccc([N+](=O)[O-])cc1, CC(C)OC(=O)N=NC(=O)OC(C)C, c1ccc(P(c2ccccc2)c2ccccc2)cc1, CCC(O)c1ccccc1. Product: CCC(c1ccccc1)N(C(Cc1ccc2c(c1)OCC(c1cccc(OCc3ccc(Cl)c(Cl)c3)c1)O2)C(=O)OC)S(=O)(=O)c1ccc([N+](=O)[O-])cc1. RXN SMILES: [CH2:89]1[O:90][CH2:91][CH2:92][CH2:93]1.[CH3:1][O:2][C:3]([CH:4]([CH2:5][c:6]1[cH:7][c:8]2[c:9]([cH:30][cH:31]1)[O:10][CH:11]([c:14]1[cH:15][c:16]([O:20][CH2:21][c:22]3[cH:23][c:24]([Cl:29])[c:25]([Cl:28])[cH:26][cH:27]3)[cH:17][cH:18][cH:19]1)[CH2:12][O:13]2)[NH:32][S:33](=[O:34])(=[O:35])[c:36]1[cH:37][cH:38][c:39]([N+:42](=[O:43])[O-:44])[cH:40][cH:41]1)=[O:45].[O:75]=[C:76]([O:77][CH:78]([CH3:79])[CH3:80])[N:81]=[N:82][C:83]([O:84][CH:85]([CH3:86])[CH3:87])=[O:88].[c:46]1([P:47]([c:48]2[cH:49][cH:50][cH:51][cH:52][cH:53]2)[c:54]2[cH:55][cH:56][cH:57][cH:58][cH:59]2)[cH:60][cH:61][cH:62][cH:63][cH:64]1.[c:65]1([CH:71]([CH2:72][CH3:73])[OH:74])[cH:66][cH:67][cH:68][cH:69][cH:70]1>>[CH3:1][O:2][C:3]([CH:4]([CH2:5][c:6]1[cH:7][c:8]2[c:9]([cH:30][cH:31]1)[O:10][CH:11]([c:14]1[cH:15][c:16]([O:20][CH2:21][c:22]3[cH:23][c:24]([Cl:29])[c:25]([Cl:28])[cH:26][cH:27]3)[cH:17][cH:18][cH:19]1)[CH2:12][O:13]2)[N:32]([S:33](=[O:34])(=[O:35])[c:36]1[cH:37][cH:38][c:39]([N+:42](=[O:43])[O-:44])[cH:40][cH:41]1)[CH:71]([c:65]1[cH:66][cH:67][cH:68][cH:69][cH:70]1)[CH2:72][CH3:73])=[O:45]. Starting materials: COC(=O)C1=C(C=CC=C1)N=C=O (2-methoxycarbonylphenyl isocyanate), Cl.CNC1=C(C=CC=C1)I (N-methyl-2-iodoaniline, hydrochloride), C(C)(C)N(C(C)C)CC (N,N-diisopropylethylamine). Solvent: C1(=CC=CC=C1)C (toluene). Product: CN(C=1OC(C2=C(N1)C=CC=C2)=O)C2=C(C=CC=C2)I (2-[Methyl-(2-iodo-phenyl)-amino]benzo[d][1,3]oxazin-4-one). Reaction SMILES: CO[C:3]([C:5]1[CH:10]=[CH:9][CH:8]=[CH:7][C:6]=1[N:11]=[C:12]=[O:13])=[O:4].Cl.[CH3:15][NH:16][C:17]1[CH:22]=[CH:21][CH:20]=[CH:19][C:18]=1[I:23].C(N(CC)C(C)C)(C)C>C1(C)C=CC=CC=1>[CH3:15][N:16]([C:17]1[CH:22]=[CH:21][CH:20]=[CH:19][C:18]=1[I:23])[C:12]1[O:13][C:3](=[O:4])[C:5]2[CH:10]=[CH:9][CH:8]=[CH:7][C:6]=2[N:11]=1 |f:1.2|. Procedure: A solution of 2-methoxycarbonylphenyl isocyanate (1.0 g, 5.6 mmol), N-methyl-2-iodoaniline, hydrochloride (1.6 g, 5.9 mmol) and N,N-diisopropylethylamine (1.1 mL, 6.3 mmol) in 100 mL of toluene was refluxed under N2 for 72 hours. The sample was concentrated, and partitioned between chloroform and 10% HCl. The chloroform was dried (MgSO4), filtered, concentrated and chromatographed (silica gel, methylene chloride) to give the title compound as a yellow solid, mp 144°-148° C. The reactants are N12CCCCCC2=NCCC1 (1.8-diazabicyclo[5,4,0]undec-7-ene), N1C(=NC2=C1C=CC=C2)C(=O)OC2=CC=C(C=C2)C (1H-Benzimidazol-2-yl(4-methylphenoxy)methanone), C([O-])([O-])=O.[K+].[K+] (potassium carbonate), ClCCBr (1-chloro-2-bromoethane), Cl (hydrochloric acid). The solvent is C(C)(C)O (isopropanol), O (water). Conditions: temperature 70 celsius, time 16 hour. Yields the product CC1=CC=C(C=C1)C(=O)C1=NC2=C(N1C=C)C=CC=C2 ((4-Methylphenyl)(1-vinyl-1H-benzimidazol-2-yl)methanone). Yield: 60.9%. RXN SMILES: N1C2C=CC=CC=2N=C1C(O[C:13]1[CH:18]=[CH:17][C:16]([CH3:19])=[CH:15][CH:14]=1)=O.[C:20](=[O:23])([O-])[O-].[K+].[K+].ClCCBr.[N:30]12[CH2:40][CH2:39][CH2:38][N:37]=[C:36]1[CH2:35][CH2:34][CH2:33][CH2:32][CH2:31]2.Cl>C(O)(C)C.O>[CH3:19][C:16]1[CH:17]=[CH:18][C:13]([C:20]([C:36]2[N:30]([CH:40]=[CH2:39])[C:31]3[CH:32]=[CH:33][CH:34]=[CH:35][C:38]=3[N:37]=2)=[O:23])=[CH:14][CH:15]=1 |f:1.2.3|. Reported procedure: The compound of Example 25-1 (6.25 g, 26.5 mmol) was dissolved in isopropanol (100 ml), and thereto were added potassium carbonate (7.31 g, 52.9 mmol) and 1-chloro-2-bromoethane (19.0 g, 133 mmol), and the mixture was stirred at 70° C. for 16 hours. The reaction solution was allowed to cool to room temperature, and water was added thereto. The mixture was extracted with ethyl acetate. The organic layer was washed with water and saturated saline, dried over magnesium sulfate, and the solvent was ... Starting materials: C1(=CC=CC=C1)C=1NC2=CC=CC=C2C1C1=CCC(CC1)(C(=O)O)C(=O)O (4-(2-phenyl-1H-indol-3-yl)-3-cyclohexene-1,1-dicarboxylic acid). Reagents/catalysts: [Pd] (palladium-on-carbon). The solvent is C(C)O (ethanol). Run at time 3 hour. Product: C1(=CC=CC=C1)C=1NC2=CC=CC=C2C1C1CCC(CC1)(C(=O)O)C(=O)O (4-(2-phenyl-1H-indol-3-yl)cyclohexane-1,1-dicarboxylic acid). Yield: 73.4%. RXN SMILES: [C:1]1([C:7]2[NH:8][C:9]3[C:14]([C:15]=2[C:16]2[CH2:21][CH2:20][C:19]([C:25]([OH:27])=[O:26])([C:22]([OH:24])=[O:23])[CH2:18][CH:17]=2)=[CH:13][CH:12]=[CH:11][CH:10]=3)[CH:6]=[CH:5][CH:4]=[CH:3][CH:2]=1>C(O)C.[Pd]>[C:1]1([C:7]2[NH:8][C:9]3[C:14]([C:15]=2[CH:16]2[CH2:17][CH2:18][C:19]([C:22]([OH:24])=[O:23])([C:25]([OH:27])=[O:26])[CH2:20][CH2:21]2)=[CH:13][CH:12]=[CH:11][CH:10]=3)[CH:2]=[CH:3][CH:4]=[CH:5][CH:6]=1. Reported procedure: A solution of 5.3 g (0.015 mol) of 4-(2-phenyl-1H-indol-3-yl)-3-cyclohexene-1,1-dicarboxylic acid (Example 2) in 100 mL of ethanol was combined with 1.2 g of 10% palladium-on-carbon catalyst and hydrogenated on a Parr apparatus at room temperature for 3 h. After the catalyst was removed, the solution was concentrated in vacuo to a gum. This gum was crystallized from ether:hexane and then recrystallized three times from ether:hexane to give 4.0 g (74%) of 4-(2-phenyl-1H-indol-3-yl)cyclohexane-1,1...